Dataset: the Open Reaction Database (ORD), a public repository of structured organic reaction records. Task: describe an organic reaction: reactants, conditions, products, and yield Starting materials: C(C1=CC=CC=C1)CCN (benzylethylamine), CS(=O)(=O)O (methanesulfonic acid), C(#N)[C-](C#N)C#N.[K+] (potassium tricyanomethanide). The product is NC(=C(C#N)C#N)NCCCC1=CC=CC=C1 (3-amino-3-(benzylethylamino)-2-cyanopropenenitrile). Yield: 70.8%. RXN SMILES: [CH2:1]([CH2:8][CH2:9][NH2:10])[C:2]1[CH:7]=[CH:6][CH:5]=[CH:4][CH:3]=1.CS(O)(=O)=O.[C:16]([C-:18]([C:21]#[N:22])[C:19]#[N:20])#[N:17].[K+]>>[NH2:22][C:21]([NH:10][CH2:9][CH2:8][CH2:1][C:2]1[CH:7]=[CH:6][CH:5]=[CH:4][CH:3]=1)=[C:18]([C:19]#[N:20])[C:16]#[N:17] |f:2.3|. Reported procedure: In a similar manner 27.4 g of benzylethylamine and 13 ml (19.2 g) of methanesulfonic acid were allowed to react. The resulting salt was treated with 25.8 g of potassium tricyanomethanide to yield an additional 32 g of 3-amino-3-(benzylethylamino)-2-cyanopropenenitrile, mp 165°-167°. Reactants: Cc1ccccc1, O=C(Cl)OC(Cl)(Cl)Cl, Nc1ccc(OCc2ccc(Cl)cc2)cc1F. Product: O=C=Nc1ccc(OCc2ccc(Cl)cc2)cc1F. As a reaction SMILES: [CH3:26][c:27]1[cH:28][cH:29][cH:30][cH:31][cH:32]1.[Cl:18][C:19](=[O:20])[O:21][C:22]([Cl:23])([Cl:24])[Cl:25].[F:1][c:2]1[c:3]([NH2:4])[cH:5][cH:6][c:7]([O:9][CH2:10][c:11]2[cH:12][cH:13][c:14]([Cl:17])[cH:15][cH:16]2)[cH:8]1>>[F:1][c:2]1[c:3]([N:4]=[C:19]=[O:20])[cH:5][cH:6][c:7]([O:9][CH2:10][c:11]2[cH:12][cH:13][c:14]([Cl:17])[cH:15][cH:16]2)[cH:8]1. Reactants: ClC1=C(C=C(C=2N=C(NC21)C(F)(F)F)[N+](=O)[O-])C#N (4-Chloro-7-nitro-5-cyano-2-trifluoromethylbenzimidazole), CNC1CCCC1 (N-methylcyclopentylamine). Product: CN(C1=C(C=C(C=2N=C(NC21)C(F)(F)F)[N+](=O)[O-])C#N)C2CCCC2 (4-(N-methylcyclopentylamino)-7-nitro-5-cyano-2-trifluoromethylbenzimidazole). Reaction SMILES: Cl[C:2]1[C:10]2[NH:9][C:8]([C:11]([F:14])([F:13])[F:12])=[N:7][C:6]=2[C:5]([N+:15]([O-:17])=[O:16])=[CH:4][C:3]=1[C:18]#[N:19].[CH3:20][NH:21][CH:22]1[CH2:26][CH2:25][CH2:24][CH2:23]1>>[CH3:20][N:21]([CH:22]1[CH2:26][CH2:25][CH2:24][CH2:23]1)[C:2]1[C:10]2[NH:9][C:8]([C:11]([F:14])([F:13])[F:12])=[N:7][C:6]=2[C:5]([N+:15]([O-:17])=[O:16])=[CH:4][C:3]=1[C:18]#[N:19]. Procedure details: 4-Chloro-7-nitro-5-cyano-2-trifluoromethylbenzimidazole is reacted with N-methylcyclopentylamine to obtain 4-(N-methylcyclopentylamino)-7-nitro-5-cyano-2-trifluoromethylbenzimidazole, m.w., 353.3.